From a dataset of the Open Reaction Database (ORD), a public repository of structured organic reaction records. describe an organic reaction: reactants, conditions, products, and yield Product: CN1CCC(N(C)Cc2ccc(OCCCN3CCCCC3)cc2)CC1. RXN SMILES: [C:28]([O:29][BH-:30]([O:31][C:32](=[O:33])[CH3:34])[O:35][C:36](=[O:37])[CH3:38])(=[O:39])[CH3:40].[CH3:19][NH:20][CH:21]1[CH2:22][CH2:23][N:24]([CH3:27])[CH2:25][CH2:26]1.[CH3:47][C:48](=[O:49])[OH:50].[Cl:44][CH2:45][Cl:46].[N:1]1([CH2:7][CH2:8][CH2:9][O:10][c:11]2[cH:12][cH:13][c:14]([CH:15]=[O:16])[cH:17][cH:18]2)[CH2:2][CH2:3][CH2:4][CH2:5][CH2:6]1.[Na+:41].[Na+:43].[OH-:42]>>[N:1]1([CH2:7][CH2:8][CH2:9][O:10][c:11]2[cH:12][cH:13][c:14]([CH2:15][N:20]([CH3:19])[CH:21]3[CH2:22][CH2:23][N:24]([CH3:27])[CH2:25][CH2:26]3)[cH:17][cH:18]2)[CH2:2][CH2:3][CH2:4][CH2:5][CH2:6]1. The reactants are CC(=O)O[BH-](OC(C)=O)OC(C)=O, CNC1CCN(C)CC1, CC(=O)O, ClCCl, O=Cc1ccc(OCCCN2CCCCC2)cc1, [Na+], [Na+], [OH-].